This data is from the Open Reaction Database (ORD), a public repository of structured organic reaction records. The task is: describe an organic reaction: reactants, conditions, products, and yield Starting materials: Cl.CCO (HCl EtOH), ClC1=C(C#N)C=CC(=C1)C1=CC=NN1C1OCCCC1 (2-Chloro-4-(1-(tetrahydro-2H-pyran-2-yl)-1H-pyrazol-5-yl)-benzonitrile). Run at temperature 10 celsius, time 2 hour. Yields the product Cl.ClC1=C(C#N)C=CC(=C1)C1=NNC=C1 (2-Chloro-4-(1H-pyrazol-3-yl)benzonitrile hydrochloride). The yield is 166.6%. RXN SMILES: Cl.CCO.[Cl:5][C:6]1[CH:13]=[C:12]([C:14]2[N:18](C3CCCCO3)[N:17]=[CH:16][CH:15]=2)[CH:11]=[CH:10][C:7]=1[C:8]#[N:9]>>[ClH:5].[Cl:5][C:6]1[CH:13]=[C:12]([C:14]2[CH:15]=[CH:16][NH:17][N:18]=2)[CH:11]=[CH:10][C:7]=1[C:8]#[N:9] |f:0.1,3.4|. Procedure details: HCl/EtOH ˜10% (35.1 ml, 115 mmol) was set into the reaction flask under nitrogen atmosphere. 2-Chloro-4-(1-(tetrahydro-2H-pyran-2-yl)-1H-pyrazol-5-yl)-benzonitrile (12 g, 46.2 mmol) was added. The mixture was cooled to 10° C. and agitated for 2 h. Temperature was set to 0° C. and the mixture was stirred additional 2 hours. The precipitation was filtered, washed with ethanol and dried under vacuum overnight to obtain 9.24 g of the title compound. 1H-NMR (400 MHz, DMSO-d6): δ 6.99 (d, 3H), 7.86 (d...